Dataset: the Open Reaction Database (ORD), a public repository of structured organic reaction records. Task: describe an organic reaction: reactants, conditions, products, and yield The reactants are FC(C=1C=C(C=C(C1)C(F)(F)F)[C@@H]1[C@@H](N(C(O1)=O)CC1=NC(=NC=C1C=1C=C(C=NC1OC)C1=C(C=C(C(=O)OC)C=C1)C)N1C=NC=C1)C)(F)F (Methyl 4-{5-[4-({(4S,5R)-5-[3,5-bis(trifluoromethyl)phenyl]-4-methyl-2-oxo-1,3-oxazolidin-3-yl}methyl)-2-(1H-imidazol-1-yl)pyrimidin-5-yl]-6-methoxypyridin-3-yl}-3-methylbenzoate), [Li+].[OH-] (LiOH). The solvent is O1CCOCC1 (1,4-dioxane). Run at time 2.5 hour. Product: FC(C=1C=C(C=C(C1)C(F)(F)F)[C@@H]1[C@@H](N(C(O1)=O)CC1=NC(=NC=C1C=1C=C(C=NC1OC)C1=C(C=C(C(=O)O)C=C1)C)N1C=NC=C1)C)(F)F (4-{5-[4-({(4S,5R)-5-[3,5-Bis(trifluoromethyl)phenyl]-4-methyl-2-oxo-1,3-oxazolidin-3-yl}methyl)-2-(1H-imidazol-1-yl)pyrimidin-5-yl]-6-methoxypyridin-3-yl}-3-methylbenzoic acid). RXN SMILES: [F:1][C:2]([F:52])([F:51])[C:3]1[CH:4]=[C:5]([C@H:13]2[O:17][C:16](=[O:18])[N:15]([CH2:19][C:20]3[C:25]([C:26]4[CH:27]=[C:28]([C:34]5[CH:43]=[CH:42][C:37]([C:38]([O:40]C)=[O:39])=[CH:36][C:35]=5[CH3:44])[CH:29]=[N:30][C:31]=4[O:32][CH3:33])=[CH:24][N:23]=[C:22]([N:45]4[CH:49]=[CH:48][N:47]=[CH:46]4)[N:21]=3)[C@H:14]2[CH3:50])[CH:6]=[C:7]([C:9]([F:12])([F:11])[F:10])[CH:8]=1.[Li+].[OH-]>O1CCOCC1>[F:52][C:2]([F:1])([F:51])[C:3]1[CH:4]=[C:5]([C@H:13]2[O:17][C:16](=[O:18])[N:15]([CH2:19][C:20]3[C:25]([C:26]4[CH:27]=[C:28]([C:34]5[CH:43]=[CH:42][C:37]([C:38]([OH:40])=[O:39])=[CH:36][C:35]=5[CH3:44])[CH:29]=[N:30][C:31]=4[O:32][CH3:33])=[CH:24][N:23]=[C:22]([N:45]4[CH:49]=[CH:48][N:47]=[CH:46]4)[N:21]=3)[C@H:14]2[CH3:50])[CH:6]=[C:7]([C:9]([F:12])([F:11])[F:10])[CH:8]=1 |f:1.2|. Procedure details: Methyl 4-{5-[4-({(4S,5R)-5-[3,5-bis(trifluoromethyl)phenyl]-4-methyl-2-oxo-1,3-oxazolidin-3-yl}methyl)-2-(1H-imidazol-1-yl)pyrimidin-5-yl]-6-methoxypyridin-3-yl}-3-methylbenzoate (Step A, 99 mg, 0.136 mmol) was dissolved in 1,4-dioxane (2.4 mL). Added 0.5N LiOH (1.20 mL, 0.600 mmol), and stirred at room temperature for 2.5 hrs, at which time LCMS indicates the reaction was complete, but not clean. The reaction was quenched with 0.6 mL of 1N HCl, then diluted with pH 7 buffer and extracted twice ...